This data is from the Open Reaction Database (ORD), a public repository of structured organic reaction records. The task is: describe an organic reaction: reactants, conditions, products, and yield Starting materials: FC=1C=C(C(=O)NC2=CC=C(C3=CC=CC=C23)OC2=NC(=NC=C2)S(=O)(=O)C)C=C(C1)N1CCCCC1 (3-fluoro-N-[4-(2-methanesulfonyl-pyrimidin-4-yloxy)-naphthalen-1-yl]-5-piperidin-1-yl-benzamide), CC1NCCC1 (2-methylpyrrolidine). Product: FC=1C=C(C(=O)NC2=CC=C(C3=CC=CC=C23)OC2=NC(=NC=C2)N2C(CCC2)C)C=C(C1)N1CCCCC1 (3-Fluoro-N-(4-{[2-(2-methylpyrrolidin-1-yl)pyrimidin-4-yl]oxy}-1-naphthyl)-5-piperidin-1-ylbenzamide). RXN SMILES: [F:1][C:2]1[CH:3]=[C:4]([CH:29]=[C:30]([N:32]2[CH2:37][CH2:36][CH2:35][CH2:34][CH2:33]2)[CH:31]=1)[C:5]([NH:7][C:8]1[C:17]2[C:12](=[CH:13][CH:14]=[CH:15][CH:16]=2)[C:11]([O:18][C:19]2[CH:24]=[CH:23][N:22]=[C:21](S(C)(=O)=O)[N:20]=2)=[CH:10][CH:9]=1)=[O:6].[CH3:38][CH:39]1[CH2:43][CH2:42][CH2:41][NH:40]1>>[F:1][C:2]1[CH:3]=[C:4]([CH:29]=[C:30]([N:32]2[CH2:37][CH2:36][CH2:35][CH2:34][CH2:33]2)[CH:31]=1)[C:5]([NH:7][C:8]1[C:17]2[C:12](=[CH:13][CH:14]=[CH:15][CH:16]=2)[C:11]([O:18][C:19]2[CH:24]=[CH:23][N:22]=[C:21]([N:40]3[CH2:41][CH2:42][CH2:43][CH:39]3[CH3:38])[N:20]=2)=[CH:10][CH:9]=1)=[O:6]. Reported procedure: Compound is prepared from 3-fluoro-N-[4-(2-methanesulfonyl-pyrimidin-4-yloxy)-naphthalen-1-yl]-5-piperidin-1-yl-benzamide and 2-methylpyrrolidine according to conditions described in general procedure C. Mp: 93-94° C.; 1H NMR (400 MHz, DMSO-d6) δ 0.64 (bs, 2 H), 1.11 (bs, 1 H), 1.58-1.61 (m, 6 H), 1.73-1.84 (m, 4 H), 3.27-3.36 (m, 7 H), 6.24 (s, 1 H), 6.95 (d, J=12.8 Hz, 1 H), 7.14 (d, J=8.4 Hz, 1 H), 7.39 (d, J=8.0 Hz, 1 H), 7.46 (s, 1 H), 7.53-7.63 (m, 3 H), 7.81 (d, J=6.5 Hz, 1 H), 7.96 (d, J... The reactants are S(=O)(Cl)Cl (thionyl chloride), ClCC=1C=C(C(=O)O)C=CC1 (3-(chloromethyl)benzoic acid), CO (methanol). Reaction conditions: time 8 hour. Yields the product COC(C1=CC(=CC=C1)CCl)=O (methyl-3-(chloromethyl)benzoate). The yield is 88.0%. As a reaction SMILES: S(Cl)(Cl)=O.[Cl:5][CH2:6][C:7]1[CH:8]=[C:9]([CH:13]=[CH:14][CH:15]=1)[C:10]([OH:12])=[O:11].[CH3:16]O>>[CH3:16][O:11][C:10](=[O:12])[C:9]1[CH:13]=[CH:14][CH:15]=[C:7]([CH2:6][Cl:5])[CH:8]=1. Reported procedure: 650 μl (8.8 mmol) of thionyl chloride was added dropwise to a stirred solution of 1 g (5.8 mmol) of 3-(chloromethyl)benzoic acid in 40 ml of methanol at 0° C. under a nitrogen atmosphere, then stirred at room temperature overnight. The solvent was evaporated, the residue dissolved in dichloromethane (30 ml), washed with saturated aqueous sodium bicarbonate (2×40 ml), brine (40 ml), dried over magnesium sulfate, filtered and evaporated to give 0.94 g (88%) of methyl-3-(chloromethyl)benzoate as a ... The reactants are [H-].C(C(C)C)O[Al+]OCC(C)C (diisobutoxyaluminum hydride), C=1C=C[NH+]=CC1.[O-][Cr](=O)(=O)Cl (PCC), Cl[Si](C(C)(C)C)(C)C (chloro-dimethyl-t-butyl silane), CC=1C=CC(=CC1)S(=O)(=O)O (pTsOH), C1(=CC=C(C=C1)S(=O)(=O)O)C (p-toluenesulphonic acid), C=1C=CC(=CC1)N=NC=2C=CC(=NC2N)N.Cl (pyridium). The solvent is CO (MeOH), CO (methanol). The product is CC(C)C[AlH]CC(C)C (DIBAL-H). Reaction SMILES: [H-].C(O[Al+:7]OCC(C)C)C(C)C.[CH3:13][C:14]1[CH:15]=CC(S(O)(=O)=O)=C[CH:19]=1.Cl[Si](C)(C)[C:26]([CH3:29])([CH3:28])[CH3:27].C1C=C[NH+]=CC=1.[O-][Cr](Cl)(=O)=O.C1C=CC(N=NC2C=CC(N)=NC=2N)=CC=1.Cl>CO>[CH3:27][CH:26]([CH2:29][AlH:7][CH2:15][CH:14]([CH3:13])[CH3:19])[CH3:28] |f:0.1,4.5,6.7|. Reported procedure: diisobutoxyaluminum hydride, pTsOH: p-toluenesulphonic acid, MeOH: methanol, CITBS: chloro-dimethyl-t-butyl silane, PCC: pyridium chlorochrome, W-K: Wolff-Kishiner reduction. Starting materials: Cc1ccc(S(=O)(=O)n2cc(CBr)c3ccccc32)cc1, C1CCOC1, CC(C)NC(C)C, CC(C)(C)OC(=O)N1CCC2(CCCNC2=O)CC1. The product is Cc1ccc(S(=O)(=O)n2cc(CN3CCCC4(CCN(C(=O)OC(C)(C)C)CC4)C3=O)c3ccccc32)cc1. As a reaction SMILES: [Br:27][CH2:28][c:29]1[cH:30][n:31]([S:38](=[O:39])(=[O:40])[c:41]2[cH:42][cH:43][c:44]([CH3:45])[cH:46][cH:47]2)[c:32]2[cH:33][cH:34][cH:35][cH:36][c:37]12.[CH2:48]1[O:49][CH2:50][CH2:51][CH2:52]1.[CH:1]([NH:2][CH:3]([CH3:4])[CH3:5])([CH3:6])[CH3:7].[O:8]=[C:9]1[NH:10][CH2:11][CH2:12][CH2:13][C:14]12[CH2:15][CH2:16][N:17]([C:20](=[O:21])[O:22][C:23]([CH3:24])([CH3:25])[CH3:26])[CH2:18][CH2:19]2>>[O:8]=[C:9]1[N:10]([CH2:28][c:29]2[cH:30][n:31]([S:38](=[O:39])(=[O:40])[c:41]3[cH:42][cH:43][c:44]([CH3:45])[cH:46][cH:47]3)[c:32]3[cH:33][cH:34][cH:35][cH:36][c:37]23)[CH2:11][CH2:12][CH2:13][C:14]12[CH2:15][CH2:16][N:17]([C:20](=[O:21])[O:22][C:23]([CH3:24])([CH3:25])[CH3:26])[CH2:18][CH2:19]2. Starting materials: ice water, COC1=NC(=CC=C1)C (2-methoxy-6-methylpyridine), [N+](=O)(O)[O-] (nitric acid), S(O)(O)(=O)=O (sulfuric acid). Conditions: time 1 hour. The product is COC1=CC=C(C(=N1)C)[N+](=O)[O-] (6-Methoxy-2-methyl-3-nitropyridine). Isolated yield 108.6%. As a reaction SMILES: [CH3:1][O:2][C:3]1[CH:8]=[CH:7][CH:6]=[C:5]([CH3:9])[N:4]=1.[N+:10]([O-])([OH:12])=[O:11].S(=O)(=O)(O)O>>[CH3:1][O:2][C:3]1[N:4]=[C:5]([CH3:9])[C:6]([N+:10]([O-:12])=[O:11])=[CH:7][CH:8]=1. Procedure details: A mixture of 2-methoxy-6-methylpyridine (49.15 g, 0.292 mol) and nitric acid (76.0 mL, 0.292 mol) was added dropwise sulfuric acid (177.0 mL, 0.876 mol) at 0° C. The reaction mixture was stirred at room temperature for 1 hr. The mixture was poured into ice-water. The precipitate was collected by filtration and washed with water to give the title compound as a pale yellow solid (53.37 g, 0.317 mol, quant.). Starting materials: CN(C)c1ccc(-c2cc3ncccc3c(Cl)n2)cc1, NCCCN, O. The product is CN(C)c1ccc(-c2cc3ncccc3c(NCCCN)n2)cc1. As a reaction SMILES: [Cl:1][c:2]1[c:3]2[cH:4][cH:5][cH:6][n:7][c:8]2[cH:9][c:10](-[c:12]2[cH:13][cH:14][c:15]([N:18]([CH3:19])[CH3:20])[cH:16][cH:17]2)[n:11]1.[NH2:21][CH2:22][CH2:23][CH2:24][NH2:25].[OH2:26]>>[c:2]1([NH:25][CH2:24][CH2:23][CH2:22][NH2:21])[c:3]2[cH:4][cH:5][cH:6][n:7][c:8]2[cH:9][c:10](-[c:12]2[cH:13][cH:14][c:15]([N:18]([CH3:19])[CH3:20])[cH:16][cH:17]2)[n:11]1. As a reaction SMILES: [NH2:1][C:2]1[CH:3]=[C:4]([O:24][CH3:25])[C:5]([O:13][CH2:14][CH2:15][CH2:16][CH2:17][C:18]2[CH:23]=[CH:22][CH:21]=[CH:20][CH:19]=2)=[C:6]2[C:11]=1[N:10]=[CH:9][CH:8]=[C:7]2[CH3:12].Br[CH:27]([CH3:42])[CH2:28][CH2:29][CH2:30][N:31]1[C:35](=[O:36])[C:34]2=[CH:37][CH:38]=[CH:39][CH:40]=[C:33]2[C:32]1=[O:41]>CCN(CC)CC>[CH3:25][O:24][C:4]1[C:5]([O:13][CH2:14][CH2:15][CH2:16][CH2:17][C:18]2[CH:23]=[CH:22][CH:21]=[CH:20][CH:19]=2)=[C:6]2[C:11](=[C:2]([NH:1][CH:27]([CH3:42])[CH2:28][CH2:29][CH2:30][N:31]3[C:35](=[O:36])[C:34]4=[CH:37][CH:38]=[CH:39][CH:40]=[C:33]4[C:32]3=[O:41])[CH:3]=1)[N:10]=[CH:9][CH:8]=[C:7]2[CH3:12]. Reported procedure: A stirred mixture of 8-amino-6-methoxy-4-methyl-5-(4-phenylbutoxy)quinoline (12.8 g, 0.038 mol) and 4-bromo-1-phthalimidopentane (BPP) (22.6 g., 0.076 mol) was heated at 135°-140° C. while Et3N (7 ml) was added in small portions during 1 hr. After 1.5 h at 135°-140° C., second portions of BPP (11.3 g) and Et3N (3.5 ml) were added and heating was continued for 2 h. Third portions of BPP (11.3 g) and Et3N (3.5 ml) were introduced and heating was continued for another 2 h. The mixture was allowed t... Product: COC=1C(=C2C(=CC=NC2=C(C1)NC(CCCN1C(C=2C(C1=O)=CC=CC2)=O)C)C)OCCCCC2=CC=CC=C2 (6-methoxy-4-methyl-8-(1-methyl-4-phthalimidobutylamino)-5-(4-phenylbutoxy) quinoline). Run in CCN(CC)CC (Et3N), CCN(CC)CC (Et3N), CCN(CC)CC (Et3N). The yield is 109.7%. Reaction conditions: time 1.5 hour. Starting materials: BrC(CCCN1C(C=2C(C1=O)=CC=CC2)=O)C (BPP), NC=1C=C(C(=C2C(=CC=NC12)C)OCCCCC1=CC=CC=C1)OC (8-amino-6-methoxy-4-methyl-5-(4-phenylbutoxy)quinoline), BrC(CCCN1C(C=2C(C1=O)=CC=CC2)=O)C (4-bromo-1-phthalimidopentane), BrC(CCCN1C(C=2C(C1=O)=CC=CC2)=O)C (BPP). Starting materials: C(C)(=O)O.NC1=CC2=C(C(OC(=N2)OCC)=O)C=C1 (7-amino-2-ethoxy-4H-3,1-benzoxazin-4-one acetate), S(O)(O)(=O)=O (sulfuric acid). Solvent: O (water). Product: S(=O)(=O)(O)O.C(C)OC1=NC2=C(C(O1)=O)C(=CC=C2)CC (2-ethoxy-5-ethyl-4H-3,1-benzoxazin-4-one sulfate). Reaction SMILES: [C:1]([OH:4])(=[O:3])[CH3:2].N[C:6]1[CH:19]=[CH:18][C:9]2[C:10](=O)O[C:12]([O:14][CH2:15][CH3:16])=[N:13][C:8]=2[CH:7]=1.[S:20](=[O:24])(=[O:23])([OH:22])[OH:21]>O>[S:20]([OH:24])([OH:23])(=[O:22])=[O:21].[CH2:15]([O:14][C:12]1[O:3][C:1](=[O:4])[C:2]2[C:18]([CH2:9][CH3:10])=[CH:19][CH:6]=[CH:7][C:8]=2[N:13]=1)[CH3:16] |f:0.1,4.5|. Procedure: 7-amino-2-ethoxy-4H-3,1-benzoxazin-4-one acetate (1.0 g) is dissolved in 50 ml water containing a stoichiometric equivalent of sulfuric acid, and the solution evaporated to dryness. The product is suspended in ether and filtered, air dried and recrystallized from methanol/acetone to yield 2-ethoxy-5-ethyl-4H-3,1-benzoxazin-4-one sulfate. Reactants: Oc1ncc(Br)cc1C(F)(F)F, O=P(Cl)(Cl)Cl. Yields the product FC(F)(F)c1cc(Br)cnc1Cl. Reaction SMILES: [OH:1][c:2]1[n:3][cH:4][c:5]([Br:12])[cH:6][c:7]1[C:8]([F:9])([F:10])[F:11].[P:13]([Cl:14])([Cl:15])([Cl:16])=[O:17]>>[c:2]1([Cl:15])[n:3][cH:4][c:5]([Br:12])[cH:6][c:7]1[C:8]([F:9])([F:10])[F:11].